From a dataset of the Open Reaction Database (ORD), a public repository of structured organic reaction records. describe an organic reaction: reactants, conditions, products, and yield Reactants: C(C)(=S)NC(=O)C1CCN(CC1)C(=O)OC(C)(C)C (tert-butyl 4-(ethanethioylcarbamoyl)piperidine-1-carboxylate), C(C)(=O)[O-].[Na+] (sodium acetate), Cl.ClC1=C(C=C(C=C1)NN)C ((4-chloro-3-methylphenyl)hydrazine hydrochloride). Solvent: O1CCOCC1 (dioxane), C(C)(=O)O (acetic acid). Run at temperature 90 celsius, time 16 hour. The product is ClC1=C(C=C(C=C1)N1N=C(N=C1C1CCN(CC1)C(=O)OC(C)(C)C)C)C (tert-butyl 4-[1-(4-chloro-3-methylphenyl)-3-methyl-1H-1,2,4-triazol-5-yl]piperidine-1-carboxylate). As a reaction SMILES: [C:1]([NH:4][C:5]([CH:7]1[CH2:12][CH2:11][N:10]([C:13]([O:15][C:16]([CH3:19])([CH3:18])[CH3:17])=[O:14])[CH2:9][CH2:8]1)=O)(=S)[CH3:2].C([O-])(=O)C.[Na+].Cl.[Cl:26][C:27]1[CH:32]=[CH:31][C:30]([NH:33][NH2:34])=[CH:29][C:28]=1[CH3:35]>O1CCOCC1.C(O)(=O)C>[Cl:26][C:27]1[CH:32]=[CH:31][C:30]([N:33]2[C:5]([CH:7]3[CH2:8][CH2:9][N:10]([C:13]([O:15][C:16]([CH3:19])([CH3:18])[CH3:17])=[O:14])[CH2:11][CH2:12]3)=[N:4][C:1]([CH3:2])=[N:34]2)=[CH:29][C:28]=1[CH3:35] |f:1.2,3.4|. Procedure details: The product from step A (3.09 g, 10.79 mmol), sodium acetate (0.879, 10.7 mmol) and (4-chloro-3-methylphenyl)hydrazine hydrochloride (2.24 g, 11.6 mmol) were mixed in dioxane (25 mL) and acetic acid (25 mL). The reaction mixture was warmed at 90° C. with stirring for 16 h, cooled to rt and the volatiles were removed. Purification of the residue on SiO2 (5 to 60% ethyl acetate, hexanes) afforded the title compound, which was used without further purification. HPLC/MS: 335.0, 337.0 (M-55), Rt=3.40... Starting materials: CCO, CO, Cl, Cl, CCc1cn2c(N)c(Cl)cc(C(=O)NCC3CCN(C(=O)OC(C)(C)C)CC3)c2n1. Product: CCc1cn2c(N)c(Cl)cc(C(=O)NCC3CCNCC3)c2n1. RXN SMILES: [CH3:32][CH2:33][OH:34].[CH3:35][OH:36].[ClH:31].[ClH:37].[NH2:1][c:2]1[c:3]([Cl:30])[cH:4][c:5]([C:13](=[O:14])[NH:15][CH2:16][CH:17]2[CH2:18][CH2:19][N:20]([C:23]([O:24][C:25]([CH3:26])([CH3:27])[CH3:28])=[O:29])[CH2:21][CH2:22]2)[c:6]2[n:7]1[cH:8][c:9]([CH2:11][CH3:12])[n:10]2>>[NH2:1][c:2]1[c:3]([Cl:30])[cH:4][c:5]([C:13](=[O:14])[NH:15][CH2:16][CH:17]2[CH2:18][CH2:19][NH:20][CH2:21][CH2:22]2)[c:6]2[n:7]1[cH:8][c:9]([CH2:11][CH3:12])[n:10]2. Starting materials: [OH-].[Na+] (sodium hydroxide), C(C)(=O)NC(COC(C)=O)(COC(C)=O)CCCC=CCCCCCCCCC (2-Acetamido-1,3-diacetoxy-2-(4-tetradecenyl)propane), Cl (hydrochloric acid). The solvent is CO (methanol). The product is Cl.NC(CO)(CO)CCCC=CCCCCCCCCC (2-amino-2-(4-tetradecenyl)1,3-propanediol hydrochloride). As a reaction SMILES: C([NH:4][C:5]([CH2:16][CH2:17][CH2:18][CH:19]=[CH:20][CH2:21][CH2:22][CH2:23][CH2:24][CH2:25][CH2:26][CH2:27][CH2:28][CH3:29])([CH2:11][O:12]C(=O)C)[CH2:6][O:7]C(=O)C)(=O)C.[OH-].[Na+].[ClH:32]>CO>[ClH:32].[NH2:4][C:5]([CH2:16][CH2:17][CH2:18][CH:19]=[CH:20][CH2:21][CH2:22][CH2:23][CH2:24][CH2:25][CH2:26][CH2:27][CH2:28][CH3:29])([CH2:6][OH:7])[CH2:11][OH:12] |f:1.2,5.6|. Procedure: 2-Acetamido-1,3-diacetoxy-2-(4-tetradecenyl)propane (450 mg) was dissolved in 27 ml of methanol and 9 ml of a 1N aqueous sodium hydroxide solution was added thereto. The mixture was refluxed under a nitrogen atmosphere for 8 hours. The reaction mixture was neutralized with hydrochloric acid and concentrated. Water was added to the concentrate and the mixture was subjected to chromatography using Sep-Pak(C18) (trade mark) and elution with methanol. The methanol eluate was concentrated to give 332... The reactants are [BH4-], C1CCOC1, CCO, Cl, O=Cc1cnc(-c2cccc(Cn3nc(-c4cc(F)cc(F)c4)ccc3=O)c2)nc1, [Na+]. Yields the product O=c1ccc(-c2cc(F)cc(F)c2)nn1Cc1cccc(-c2ncc(CO)cn2)c1. Reaction SMILES: [BH4-:34].[CH2:37]1[O:38][CH2:39][CH2:40][CH2:41]1.[CH3:31][CH2:32][OH:33].[ClH:36].[F:1][c:2]1[cH:3][c:4](-[c:9]2[n:10][n:11]([CH2:16][c:17]3[cH:18][c:19](-[c:23]4[n:24][cH:25][c:26]([CH:29]=[O:30])[cH:27][n:28]4)[cH:20][cH:21][cH:22]3)[c:12](=[O:15])[cH:13][cH:14]2)[cH:5][c:6]([F:8])[cH:7]1.[Na+:35]>>[F:1][c:2]1[cH:3][c:4](-[c:9]2[n:10][n:11]([CH2:16][c:17]3[cH:18][c:19](-[c:23]4[n:24][cH:25][c:26]([CH2:29][OH:30])[cH:27][n:28]4)[cH:20][cH:21][cH:22]3)[c:12](=[O:15])[cH:13][cH:14]2)[cH:5][c:6]([F:8])[cH:7]1. The reactants are CN(C)C=O, CCOC(C)=O, CS(=O)(=O)Nc1cccc(-c2csc3cnc(Cl)nc23)c1, [H-], CI, [Na+]. The product is CN(c1cccc(-c2csc3cnc(Cl)nc23)c1)S(C)(=O)=O. RXN SMILES: [CH3:26][N:27]([CH3:28])[CH:29]=[O:30].[CH3:31][CH2:32][O:33][C:34](=[O:35])[CH3:36].[Cl:1][c:2]1[n:3][cH:4][c:5]2[c:6]([n:7]1)[c:8](-[c:11]1[cH:12][c:13]([NH:17][S:18](=[O:19])(=[O:20])[CH3:21])[cH:14][cH:15][cH:16]1)[cH:9][s:10]2.[H-:22].[I:24][CH3:25].[Na+:23]>>[Cl:1][c:2]1[n:3][cH:4][c:5]2[c:6]([n:7]1)[c:8](-[c:11]1[cH:12][c:13]([N:17]([S:18](=[O:19])(=[O:20])[CH3:21])[CH3:25])[cH:14][cH:15][cH:16]1)[cH:9][s:10]2.